Task: describe an organic reaction: reactants, conditions, products, and yield. Dataset: the Open Reaction Database (ORD), a public repository of structured organic reaction records Starting materials: [H-].[Na+] (NaH), ClC1=C(C(=O)OCC)C=CC=N1 (ethyl 2-chloro-nicotinate), O1C2=C(C=CC=3C[C@@H]4[C@@H]5C=C[C@@H]([C@H]1[C@@]5(C23)CCN4C)O)OCOC (4,5α-epoxy-3-methoxymethoxy-17-methyl-morphinan-7-en-6α-ol). The solvent is CN(C)C=O (DMF), CN(C)C=O (DMF), CN(C)C=O (DMF). The product is O1C2=C(C=CC=3C[C@@H]4[C@@H]5C=C[C@@H]([C@H]1[C@@]5(C23)CCN4C)OC4=NC=C(C=C4)C(=O)OCC)OCOC (4,5α-Epoxy-6α-((5-(ethyloxycarbonyl)-2-pyridyl)-oxy)-3-methoxymethoxy-17-methyl-morphinan-7-ene). As a reaction SMILES: [H-].[Na+].[O:3]1[C@@H:15]2[C@@:16]34[CH2:18][CH2:19][N:20]([CH3:21])[C@@H:10]([C@@H:11]3[CH:12]=[CH:13][C@@H:14]2[OH:22])[CH2:9][C:8]2=[C:17]4[C:4]1=[C:5]([O:23][CH2:24][O:25][CH3:26])[CH:6]=[CH:7]2.Cl[C:28]1[N:38]=[CH:37][CH:36]=[CH:35][C:29]=1[C:30]([O:32][CH2:33][CH3:34])=[O:31]>CN(C=O)C>[O:3]1[C@@H:15]2[C@@:16]34[CH2:18][CH2:19][N:20]([CH3:21])[C@@H:10]([C@@H:11]3[CH:12]=[CH:13][C@@H:14]2[O:22][C:37]2[CH:36]=[CH:35][C:29]([C:30]([O:32][CH2:33][CH3:34])=[O:31])=[CH:28][N:38]=2)[CH2:9][C:8]2=[C:17]4[C:4]1=[C:5]([O:23][CH2:24][O:25][CH3:26])[CH:6]=[CH:7]2 |f:0.1|. Reported procedure: NaH (0.72 g, 30 mmol) is stirred with absolute DMF (12 ml) at RT and then 4,5α-epoxy-3-methoxymethoxy-17-methyl-morphinan-7-en-6α-ol (1.9764 g, 6 mmol) in DMF (12 ml) is added. After the development of gas has ceased, a solution of ethyl 2-chloro-nicotinate (5.568 g, 30 mmol) in absolute DMF (8 ml) is added at RT. After 1 hour at RT this reaction mixture is poured onto H2O (100 ml) and extracted 3 times with CH2Cl2 (60 ml). The combined organic phases are dried with Na2SO4, concentrated by rotar... Reactants: [H-].[Al+3].[Li+].[H-].[H-].[H-] (lithium aluminum hydride), [F-].[Na+] (sodium fluoride), ClCCl (dichloromethane), NC1=C(C=NN1CCOC(C1=CC=CC=C1)(C1=CC=CC=C1)C1=CC=CC=C1)C#N (5-amino-1-[2-(trityloxy)ethyl]pyrazole-4-carbonitrile). Solvent: O1CCCC1 (tetrahydrofuran), O1CCCC1 (tetrahydrofuran), O (water). Yields the product NC1=C(C=NN1CCOC(C1=CC=CC=C1)(C1=CC=CC=C1)C1=CC=CC=C1)CN ({5-amino-1-[2-(trityloxy)ethyl]pyrazol-4-yl}methylamine). Yield: 77.2%. RXN SMILES: [H-].[Al+3].[Li+].[H-].[H-].[H-].[NH2:7][C:8]1[N:12]([CH2:13][CH2:14][O:15][C:16]([C:29]2[CH:34]=[CH:33][CH:32]=[CH:31][CH:30]=2)([C:23]2[CH:28]=[CH:27][CH:26]=[CH:25][CH:24]=2)[C:17]2[CH:22]=[CH:21][CH:20]=[CH:19][CH:18]=2)[N:11]=[CH:10][C:9]=1[C:35]#[N:36].[F-].[Na+].ClCCl>O1CCCC1.O>[NH2:7][C:8]1[N:12]([CH2:13][CH2:14][O:15][C:16]([C:23]2[CH:28]=[CH:27][CH:26]=[CH:25][CH:24]=2)([C:17]2[CH:18]=[CH:19][CH:20]=[CH:21][CH:22]=2)[C:29]2[CH:34]=[CH:33][CH:32]=[CH:31][CH:30]=2)[N:11]=[CH:10][C:9]=1[CH2:35][NH2:36] |f:0.1.2.3.4.5,7.8|. Procedure: To a suspension of lithium aluminum hydride (4.89 g, 129 mmol) in tetrahydrofuran (318 ml) was added 5-amino-1-[2-(trityloxy)ethyl]pyrazole-4-carbonitrile (25.4 g, 64.4 mmol) at room temperature. The mixture was stirred under reflux for 12 hours. After cooling on an ice bath, sodium fluoride (25.4 g), tetrahydrofuran (100 ml), dichloromethane (200 ml) and water (10 ml) were added to the reaction mixture. The insoluble materials were removed by filtration. The filtrate was concentrated in vacuo t... The reactants are COC1=C(CN2C([C@H]([C@H]2C=NOC)NC(=O)OCC2=CC=CC=C2)=O)C=CC(=C1)OC (benzyl (3S,4S)-1-(2,4-dimethoxybenzyl)-4-[(methoxyimino)methyl]-2-oxo-3-azetidinecarbamate), P(=O)(O)([O-])[O-].[K+].[K+] (dipotassium hydrogen phosphate), S(=O)(=O)([O-])OOS(=O)(=O)[O-].[K+].[K+] (potassium peroxydisulphate), P(=O)(O)([O-])[O-].[K+].[K+] (dipotassium hydrogen phosphate). The solvent is C(C)#N (acetonitrile), C(C)(=O)OCC (ethyl acetate), C(C)#N (acetonitrile), O (water). Run at temperature 78 celsius, time 6 hour. Yields the product CON=C[C@@H]1[C@@H](C(N1)=O)NC(=O)OCC1=CC=CC=C1 (benzyl (3S,4S)-4-[(methoxyimino)methyl]-2-oxo-3-azetidinecarbamate). The yield is 22.2%. As a reaction SMILES: S(OOS([O-])(=O)=O)([O-])(=O)=O.[K+].[K+].P([O-])([O-])(O)=O.[K+].[K+].COC1C=C(OC)C=CC=1C[N:25]1[C@H:28]([CH:29]=[N:30][O:31][CH3:32])[C@H:27]([NH:33][C:34]([O:36][CH2:37][C:38]2[CH:43]=[CH:42][CH:41]=[CH:40][CH:39]=2)=[O:35])[C:26]1=[O:44]>C(#N)C.O.C(OCC)(=O)C>[CH3:32][O:31][N:30]=[CH:29][C@H:28]1[NH:25][C:26](=[O:44])[C@H:27]1[NH:33][C:34]([O:36][CH2:37][C:38]1[CH:43]=[CH:42][CH:41]=[CH:40][CH:39]=1)=[O:35] |f:0.1.2,3.4.5|. Procedure details: 11.9 g (44 mmol) of potassium peroxydisulphate and 9.6 g of dipotassium hydrogen phosphate are dispersed in 110 ml of acetonitrile and 350 ml of water. The mixture is heated to 78° C. and a solution of 11.8 g (27.6 mmol) of benzyl (3S,4S)-1-(2,4-dimethoxybenzyl)-4-[(methoxyimino)methyl]-2-oxo-3-azetidinecarbamate (E/Z mixture) in 300 ml of acetonitrile is added dropwise thereto. The pH of the solution is held at 7 by the addition of dipotassium hydrogen phosphate. After boiling for 6 hours, the ... Starting materials: CC(=O)O[BH-](OC(C)=O)OC(C)=O, O=C(OCc1ccccc1)c1cccc(NC(=O)c2nc(C3CCCN3)[nH]c2CCC23CC4CC(CC(C4)C2)C3)c1, C=O, CC(Cl)Cl, ClCCl, [Na+]. Product: CN1CCCC1c1nc(C(=O)Nc2cccc(C(=O)OCc3ccccc3)c2)c(CCC23CC4CC(CC(C4)C2)C3)[nH]1. RXN SMILES: [C:44]([O:45][BH-:46]([O:47][C:48](=[O:49])[CH3:50])[O:51][C:52](=[O:53])[CH3:54])(=[O:55])[CH3:56].[CH2:1]([c:2]1[cH:3][cH:4][cH:5][cH:6][cH:7]1)[O:8][C:9]([c:10]1[cH:11][c:12]([NH:16][C:17](=[O:18])[c:19]2[n:20][c:21]([CH:36]3[NH:37][CH2:38][CH2:39][CH2:40]3)[nH:22][c:23]2[CH2:24][CH2:25][C:26]23[CH2:27][CH:28]4[CH2:29][CH:30]([CH2:31][CH:32]([CH2:33]2)[CH2:34]4)[CH2:35]3)[cH:13][cH:14][cH:15]1)=[O:41].[CH2:42]=[O:43].[Cl:58][CH:59]([Cl:60])[CH3:61].[Cl:62][CH2:63][Cl:64].[Na+:57]>>[CH2:1]([c:2]1[cH:3][cH:4][cH:5][cH:6][cH:7]1)[O:8][C:9]([c:10]1[cH:11][c:12]([NH:16][C:17](=[O:18])[c:19]2[n:20][c:21]([CH:36]3[N:37]([CH3:44])[CH2:38][CH2:39][CH2:40]3)[nH:22][c:23]2[CH2:24][CH2:25][C:26]23[CH2:27][CH:28]4[CH2:29][CH:30]([CH2:31][CH:32]([CH2:33]2)[CH2:34]4)[CH2:35]3)[cH:13][cH:14][cH:15]1)=[O:41]. Reactants: CC(C)(C)C(=O)Oc1ccccc1 (substrate), O=C(Cc1ccccc1)c2ccccc2 (effective_coupling_partner). The reagents and catalysts are dcypt. Run at temperature 150 celsius, time 24 hour. Yields the product O=C(c1ccccc1)C(c2ccccc2)c3ccccc3. Starting materials: CCc1cc(-c2ccc(S(=O)(=O)Cl)s2)c(C)[nH]c1=O, CC(O)CN. Yields the product CCc1cc(-c2ccc(S(=O)(=O)NCC(C)O)s2)c(C)[nH]c1=O. Reaction SMILES: [CH2:1]([CH3:2])[c:3]1[cH:4][c:5](-[c:11]2[cH:12][cH:13][c:14]([S:16](=[O:17])(=[O:18])[Cl:19])[s:15]2)[c:6]([CH3:10])[nH:7][c:8]1=[O:9].[NH2:20][CH2:21][CH:22]([CH3:23])[OH:24]>>[CH2:1]([CH3:2])[c:3]1[cH:4][c:5](-[c:11]2[cH:12][cH:13][c:14]([S:16](=[O:17])(=[O:18])[NH:20][CH2:21][CH:22]([CH3:23])[OH:24])[s:15]2)[c:6]([CH3:10])[nH:7][c:8]1=[O:9]. Reactants: C(CCCCCCCCC)OC1=CC=C(C(=O)OC)C=C1 (Methyl 4-(decyloxy)benzoate), BrCCCCCCCCCCBr (1,10-dibromodecane), C(=O)([O-])[O-].[K+].[K+] (K2CO3), OC1=CC=C(C=O)C=C1 (p-hydroxybenzaldehyde). Product: BrCCCCCCCCCCOC1=CC=C(C=O)C=C1 (4-(10-Bromodecyloxy)benzaldehyde). RXN SMILES: [CH2:1]([O:11][C:12]1[CH:21]=[CH:20][C:15]([C:16](OC)=[O:17])=[CH:14][CH:13]=1)[CH2:2][CH2:3][CH2:4][CH2:5][CH2:6][CH2:7][CH2:8][CH2:9][CH3:10].C([O-])([O-])=O.[K+].[K+].OC1C=CC(C=O)=CC=1.[Br:37]CCCCCCCCCCBr>>[Br:37][CH2:10][CH2:9][CH2:8][CH2:7][CH2:6][CH2:5][CH2:4][CH2:3][CH2:2][CH2:1][O:11][C:12]1[CH:21]=[CH:20][C:15]([CH:16]=[O:17])=[CH:14][CH:13]=1 |f:1.2.3|. Procedure details: Synthesized as described above for compound 1. Quantities: K2CO3 (4.75 g, 34 mmol), p-hydroxybenzaldehyde (3.57 g, 29 mmol), 1,10-dibromodecane (8.6 mL, 38 mmol). Yield 10.0 g (quant.). 1H NMR: δH (CDCl3; 300 MHz): 1.22-1.52 (12 H, m, CH2), 1.80 (4 H, m, O—CH2—CH2/Br—CH2—CH2), 3.36 (2 H, t, 3J=6.9 Hz, Br—CH2), 4.00 (2 H, t, 3J=6.5 Hz, O—CH2), 6.95 (2 H, d, 3J=8.7 Hz, Ar—H), 7.79 (2 H, d, 3J =8.8 Hz, Ar—H), 9.84 (1 H, s, COH). 13C NMR: δC (CDCl3; 75 MHz): 25.9, 28.1, 28.7, 29.0, 29.3, 29.4, 29.5,... Starting materials: FC1=C(C=CC(=C1)F)C1=CN(/C(/S1)=N/C(=O)C12CC3CC(CC(C1)C3)C2)COCC[Si](C)(C)C (Adamantane-1-carboxylic acid [5-(2,4-difluoro-phenyl)-3-(2-trimethylsilanyl-ethoxymethyl)-3H-thiazol-(2Z)-ylidene]-amide). Run in FC(C(=O)O)(F)F (trifluoroacetic acid). Yields the product FC1=C(C=CC(=C1)F)C1=CN=C(S1)NC(=O)C12CC3CC(CC(C1)C3)C2 (N-[5-(2,4-difluorophenyl)-1,3-thiazol-2-yl]adamantane-1-carboxamide). RXN SMILES: [F:1][C:2]1[CH:7]=[C:6]([F:8])[CH:5]=[CH:4][C:3]=1[C:9]1[S:13]/[C:12](=[N:14]\[C:15]([C:17]23[CH2:26][CH:21]4[CH2:22][CH:23]([CH2:25][CH:19]([CH2:20]4)[CH2:18]2)[CH2:24]3)=[O:16])/[N:11](COCC[Si](C)(C)C)[CH:10]=1>FC(F)(F)C(O)=O>[F:1][C:2]1[CH:7]=[C:6]([F:8])[CH:5]=[CH:4][C:3]=1[C:9]1[S:13][C:12]([NH:14][C:15]([C:17]23[CH2:26][CH:21]4[CH2:20][CH:19]([CH2:25][CH:23]([CH2:22]4)[CH2:24]2)[CH2:18]3)=[O:16])=[N:11][CH:10]=1. Procedure: A solution of Example 200B in trifluoroacetic acid was heated at 50° C. for 3 hours then concentrated. The residue was diluted with saturated aqueous NaHCO3, and extracted with ethyl acetate. The organic extract was dried (Na2SO4), filtered and concentrated to afford the title compound MS (ESI) m/z 375 (M+H)+. Product: O=C(NCCN1CCOCC1)c1cccc(-c2nc(N3CCOCC3)nc3c2CCN3c2ccncc2)c1. The reactants are O=C(O)c1cccc(-c2nc(N3CCOCC3)nc3c2CCN3c2ccncc2)c1, NCCN1CCOCC1, On1nnc2ccccc21. Reaction SMILES: [O:1]1[CH2:2][CH2:3][N:4]([c:7]2[n:8][c:9](-[c:22]3[cH:23][c:24]([C:25](=[O:26])[OH:27])[cH:28][cH:29][cH:30]3)[c:10]3[c:11]([n:12]2)[N:13]([c:16]2[cH:17][cH:18][n:19][cH:20][cH:21]2)[CH2:14][CH2:15]3)[CH2:5][CH2:6]1.[O:41]1[CH2:42][CH2:43][N:44]([CH2:47][CH2:48][NH2:49])[CH2:45][CH2:46]1.[OH:31][n:32]1[c:33]2[c:34]([cH:35][cH:36][cH:37][cH:38]2)[n:39][n:40]1>>[O:1]1[CH2:2][CH2:3][N:4]([c:7]2[n:8][c:9](-[c:22]3[cH:23][c:24]([C:25](=[O:26])[NH:49][CH2:48][CH2:47][N:44]4[CH2:43][CH2:42][O:41][CH2:46][CH2:45]4)[cH:28][cH:29][cH:30]3)[c:10]3[c:11]([n:12]2)[N:13]([c:16]2[cH:17][cH:18][n:19][cH:20][cH:21]2)[CH2:14][CH2:15]3)[CH2:5][CH2:6]1. The reactants are ClCl (chlorine), C1(CC1)N (cyclopropylamine), C=C1CC(O1)=O (4-methylene-oxetan-2-one), N(=O)[O-].[Na+] (Sodium nitrite), Cl (HCl). Run in O (water), ClCCl (dichloromethane). Conditions: time 10 minute. The product is C1(CC1)NC(C(=NO)Cl)=O (N-cyclopropyl-2-chloro-2-hydroxyimino-acetamide). Isolated yield 36.2%. As a reaction SMILES: [CH:1]1([NH2:4])[CH2:3][CH2:2]1.[CH2:5]=[C:6]1[O:9]C(=O)C1.[N:11]([O-:13])=O.[Na+].[ClH:15].ClCl>O.ClCCl>[CH:1]1([NH:4][C:6](=[O:5])[C:9]([Cl:15])=[N:11][OH:13])[CH2:3][CH2:2]1 |f:2.3|. Procedure details: To a solution of cyclopropylamine (17.5 ml, 250 mmol) in water (250 ml) was added under ice-bath cooling 4-methylene-oxetan-2-one (19.1 ml, 250 mmol) at ambient temperature upon which the pH decreased from 12 to 6.9. Stirring was continued for 10 min. Sodium nitrite (19.5 g, 275 mmol) and fuming HCl (37%; 37.5 ml, 457 mmol) were added consecutively at r.t. so that the pH always remains above pH 4.5. Into the thick foamy suspension was passed chlorine (21.3 g, 300 mmol) at r.t. over 30 min to get...